From a dataset of the Open Reaction Database (ORD), a public repository of structured organic reaction records. describe an organic reaction: reactants, conditions, products, and yield Reactants: CN (methylamine), C(#N)NC(SC)=NCCSCC1=C(N=CS1)C (N-cyano-N'-[2-(4-methyl-5-thiazolylmethylthio)ethyl]-S-methylisothiourea). Solvent: C(C)O (ethanol), C(C)O (ethanol). Run at time 2.5 hour. Product: C(#N)NC(=NCCSCC1=C(N=CS1)C)NC (N-cyano-N'-methyl-N"-[2-(4-methyl-5-thiazolylmethylthio)ethyl]guanidine). As a reaction SMILES: [CH3:1][NH2:2].[C:3]([NH:5][C:6](=[N:9][CH2:10][CH2:11][S:12][CH2:13][C:14]1[S:18][CH:17]=[N:16][C:15]=1[CH3:19])SC)#[N:4]>C(O)C>[C:3]([NH:5][C:6]([NH:2][CH3:1])=[N:9][CH2:10][CH2:11][S:12][CH2:13][C:14]1[S:18][CH:17]=[N:16][C:15]=1[CH3:19])#[N:4]. Reported procedure: A solution of 75 ml. of 33% methylamine in ethanol is added to a solution of the N-cyano-N'-[2-(4-methyl-5-thiazolylmethylthio)ethyl]-S-methylisothiourea prepared above in 30 ml. of ethanol. The reaction mixture is set aside at ambient temperature for 2.5 hours, and the precipitate is collected to give N-cyano-N'-methyl-N"-[2-(4-methyl-5-thiazolylmethylthio)ethyl]guanidine. Reactants: BrCCBr, COC(=O)C(I)=CC1CCCCC1, CS(=O)(=O)c1ccc(Br)cc1[N+](=O)[O-], C[Si](C)(C)Cl, [Cl-], [NH4+], C1CCOC1, [Zn], c1ccc(P(c2ccccc2)c2ccccc2)cc1. The product is COC(=O)C(=CC1CCCCC1)c1ccc(S(C)(=O)=O)c([N+](=O)[O-])c1. RXN SMILES: [Br:1][CH2:2][CH2:3][Br:4].[CH3:10][O:11][C:12]([C:13](=[CH:14][CH:15]1[CH2:16][CH2:17][CH2:18][CH2:19][CH2:20]1)[I:21])=[O:22].[CH3:42][S:43](=[O:44])(=[O:45])[c:46]1[c:47]([N+:53](=[O:54])[O-:55])[cH:48][c:49]([Br:52])[cH:50][cH:51]1.[CH3:5][Si:6]([Cl:7])([CH3:8])[CH3:9].[Cl-:56].[NH4+:57].[O:58]1[CH2:59][CH2:60][CH2:61][CH2:62]1.[Zn:63].[c:23]1([P:24]([c:25]2[cH:26][cH:27][cH:28][cH:29][cH:30]2)[c:31]2[cH:32][cH:33][cH:34][cH:35][cH:36]2)[cH:37][cH:38][cH:39][cH:40][cH:41]1>>[CH3:10][O:11][C:12]([C:13](=[CH:14][CH:15]1[CH2:16][CH2:17][CH2:18][CH2:19][CH2:20]1)[c:49]1[cH:48][c:47]([N+:53](=[O:54])[O-:55])[c:46]([S:43]([CH3:42])(=[O:44])=[O:45])[cH:51][cH:50]1)=[O:22]. Starting materials: CC1=CC(=C(C=C1)O)C(=O)C (2-Hydroxy-5-methylacetophenone), C(C1=CC=CC=C1)OC1=C(C=C(C=O)C=C1)[N+](=O)[O-] (4-benzyloxy-3-nitrobenzaldehyde). The product is C(C1=CC=CC=C1)OC1=C(C=C(C=C1)/C=C/C(=O)C1=C(C=CC(=C1)C)O)[N+](=O)[O-] ((E)-3-[4-(benzyloxy)-3-nitrophenyl]-1-(2-hydroxy-5-methylphenyl)-2-propen-1-one). The yield is 32.1%. Reaction SMILES: [CH3:1][C:2]1[CH:7]=[CH:6][C:5]([OH:8])=[C:4]([C:9]([CH3:11])=[O:10])[CH:3]=1.[CH2:12]([O:19][C:20]1[CH:27]=[CH:26][C:23]([CH:24]=O)=[CH:22][C:21]=1[N+:28]([O-:30])=[O:29])[C:13]1[CH:18]=[CH:17][CH:16]=[CH:15][CH:14]=1>>[CH2:12]([O:19][C:20]1[CH:27]=[CH:26][C:23](/[CH:24]=[CH:11]/[C:9]([C:4]2[CH:3]=[C:2]([CH3:1])[CH:7]=[CH:6][C:5]=2[OH:8])=[O:10])=[CH:22][C:21]=1[N+:28]([O-:30])=[O:29])[C:13]1[CH:14]=[CH:15][CH:16]=[CH:17][CH:18]=1. Procedure: 2-Hydroxy-5-methylacetophenone (200 mg, 1.33 mol) and 4-benzyloxy-3-nitrobenzaldehyde (350 mg, 1.36 mmol) were reacted according to the same procedure as Preparation 1 to give 170 mg (Yield 29%) of the title compound. The reactants are C(CCCC)[Si]1(CCC(CC1)C(=O)O)C1=CC=CC=C1 (4-n-pentyl-4-phenyl-4-silacyclohexanecarboxylic acid), C1(=CC=CC=C1)P(C1=CC=CC=C1)C1=CC=CC=C1 (triphenylphosphine), FC(OC1=CC=C(C=C1)O)(F)F (4-trifluoromethoxyphenol), Cl (hydrochloric acid). The reagents and catalysts are CN(C1=CC=NC=C1)C (4-dimethylaminopyridine). The solvent is C(Cl)(Cl)(Cl)Cl (carbon tetrachloride), N1=CC=CC=C1 (pyridine). Product: C(CCCC)[Si]1(CCC(CC1)C(=O)OC1=CC=C(C=C1)OC(F)(F)F)C1=CC=CC=C1 ((4-trifluoromethoxyphenyl) 4-n-pentyl-4-phenyl-4-silacyclohexanecarboxylate). Yield: 78.4%. RXN SMILES: [CH2:1]([Si:6]1([C:15]2[CH:20]=[CH:19][CH:18]=[CH:17][CH:16]=2)[CH2:11][CH2:10][CH:9]([C:12]([OH:14])=[O:13])[CH2:8][CH2:7]1)[CH2:2][CH2:3][CH2:4][CH3:5].C1(P(C2C=CC=CC=2)C2C=CC=CC=2)C=CC=CC=1.[F:40][C:41]([F:51])([F:50])[O:42][C:43]1[CH:48]=[CH:47][C:46](O)=[CH:45][CH:44]=1.Cl>CN(C)C1C=CN=CC=1.N1C=CC=CC=1.C(Cl)(Cl)(Cl)Cl>[CH2:1]([Si:6]1([C:15]2[CH:20]=[CH:19][CH:18]=[CH:17][CH:16]=2)[CH2:11][CH2:10][CH:9]([C:12]([O:14][C:46]2[CH:45]=[CH:44][C:43]([O:42][C:41]([F:40])([F:50])[F:51])=[CH:48][CH:47]=2)=[O:13])[CH2:8][CH2:7]1)[CH2:2][CH2:3][CH2:4][CH3:5]. Reported procedure: A mixture of 50 g of 4-n-pentyl-4-phenyl-4-silacyclohexanecarboxylic acid, 50.0 g of triphenylphosphine and 420 ml of carbon tetrachloride was agitated under reflux for 1 hour. Then, a mixture of 32.0 g of 4-trifluoromethoxyphenol and 100 ml of pyridine was added to the mixture, followed by further addition of 1.00 g of 4-dimethylaminopyridine and agitation at room temperature for 9 hours. The resultant reaction mixture was poured into dilute hydrochloric acid, followed by extraction with ethyl ... Reactants: [Se](=O)=O (selenium dioxide), O1CCOCC1 (dioxane), C(C)(=O)C=1SC=CC1 (2-acetylthiophene). The solvent is O (water). Conditions: temperature 55 celsius. The product is S1C(=CC=C1)C(C=O)=O (2-thiopheneglyoxylaldehyde). RXN SMILES: [Se](=O)=O.[O:4]1[CH2:9][CH2:8][O:7]CC1.C([C:13]1[S:14][CH:15]=[CH:16][CH:17]=1)(=O)C>O>[S:14]1[CH:15]=[CH:16][CH:17]=[C:13]1[C:8](=[O:7])[CH:9]=[O:4]. Reported procedure: Al mixture of 27.5 g of selenium dioxide, 160 ml of dioxane and 5.5 ml of water was heated at 55° C. until solution was complete. A 31.54 g portion of 2-acetylthiophene was added and the mixture was refluxed for 4 hours, then cooled, filtered and evaporated under reduced pressure. The residue was distilled giving 24.5 g of 2-thiopheneglyoxylaldehyde. Procedure: Upon heating a solution of 8.9 g of 3-carbethoxybenzaldehyde, 5.6 g of cyclohexane-1,3-dione and 6.5 g of amidinoacetic acid ethyl ester in 100 ml of ethanol for 4 hours, 2-amino-4-(3-carbethoxyphenyl)-1,4,5,6,7,8-hexahydro-5-oxoquinoline-3-carboxylic acid ethyl ester of melting point 234°C (ethanol) is obtained. Product: C(C)OC(=O)C1=C(NC=2CCCC(C2C1C1=CC(=CC=C1)C(=O)OCC)=O)N (2-amino-4-(3-carbethoxyphenyl)-1,4,5,6,7,8-hexahydro-5-oxoquinoline-3-carboxylic acid ethyl ester). The reactants are C(=O)(OCC)C=1C=C(C=O)C=CC1 (3-carbethoxybenzaldehyde), C1(CC(CCC1)=O)=O (cyclohexane-1,3-dione), C(C)OC(CC(N)=N)=O (amidinoacetic acid ethyl ester). Solvent: C(C)O (ethanol), C(C)O (ethanol). The yield is 54.0%. RXN SMILES: [C:1]([C:6]1[CH:7]=[C:8]([CH:11]=[CH:12][CH:13]=1)[CH:9]=O)([O:3][CH2:4][CH3:5])=[O:2].[C:14]1(=[O:21])[CH2:19][CH2:18][CH2:17][C:16](=O)[CH2:15]1.[CH2:22]([O:24][C:25](=[O:30])[CH2:26][C:27](=[NH:29])[NH2:28])[CH3:23]>C(O)C>[CH2:22]([O:24][C:25]([C:26]1[CH:9]([C:8]2[CH:11]=[CH:12][CH:13]=[C:6]([C:1]([O:3][CH2:4][CH3:5])=[O:2])[CH:7]=2)[C:15]2[C:14](=[O:21])[CH2:19][CH2:18][CH2:17][C:16]=2[NH:28][C:27]=1[NH2:29])=[O:30])[CH3:23]. Starting materials: NC1=C(C=C(C=C1Cl)C(C(F)(F)F)(C(F)(F)F)O)Br (2-(4-amino-3-bromo-5-chlorophenyl)-1,1,1,3,3,3-hexafluoropropan-2-ol), C(C1=CC=CC=C1)(=O)O (benzoic acid), N1=CC=CC=C1 (pyridine), bis(2-oxo-3-oxazolidinyl)phosphonic chloride. The solvent is ClCCl (dichloromethane). Yields the product NC1=C(C=C(C=C1Cl)C(C(F)(F)F)(C(F)(F)F)OC(C1=CC=CC=C1)=O)Br (benzoic acid 1-(4-amino-3-bromo-5-chlorophenyl)-2,2,2-trifluoro-1-trifluoromethylethyl ester). Isolated yield 42.0%. Reaction SMILES: [NH2:1][C:2]1[C:7]([Cl:8])=[CH:6][C:5]([C:9]([OH:18])([C:14]([F:17])([F:16])[F:15])[C:10]([F:13])([F:12])[F:11])=[CH:4][C:3]=1[Br:19].[C:20](O)(=[O:27])[C:21]1[CH:26]=[CH:25][CH:24]=[CH:23][CH:22]=1.N1C=CC=CC=1.O=C1N([ClH]P([ClH]N2CCOC2=O)=O)CCO1>ClCCl>[NH2:1][C:2]1[C:7]([Cl:8])=[CH:6][C:5]([C:9]([O:18][C:20](=[O:27])[C:21]2[CH:26]=[CH:25][CH:24]=[CH:23][CH:22]=2)([C:10]([F:11])([F:12])[F:13])[C:14]([F:17])([F:15])[F:16])=[CH:4][C:3]=1[Br:19]. Procedure: To a solution of 2-(4-amino-3-bromo-5-chlorophenyl)-1,1,1,3,3,3-hexafluoropropan-2-ol (Example 3.3) (3.725 g, 10.0 mmol) and benzoic acid (1.28 g, 10.5 mmol) in dichloromethane (30 ml) was added pyridine (4.18 ml, 30 mmol) and bis(2-oxo-3-oxazolidinyl)phosphonic chloride (“BOP-Cl”) (2.80 g, 11 mmol). The reaction mixture was heated to reflux for 24 hours. The reaction mixture was cooled to ambient temperature and quenched by addition of aqueous hydrochloric acid (1N) (50 ml). The mixture was the... Run in C(C)O (ethanol). The reactants are C(#CC(=O)OCC)C(=O)OCC (diethyl acetylenedicarboxylate), NC1=NC2=C(C(=NC1)C1=C(C=CC=C1)Cl)C=C(C=C2)[N+](=O)[O-] (2-amino-7-nitro-5-(o-chlorophenyl)-3H-1,4-benzodiazepine). RXN SMILES: [NH2:1][C:2]1[CH2:8][N:7]=[C:6]([C:9]2[CH:14]=[CH:13][CH:12]=[CH:11][C:10]=2[Cl:15])[C:5]2[CH:16]=[C:17]([N+:20]([O-:22])=[O:21])[CH:18]=[CH:19][C:4]=2[N:3]=1.[C:23]([C:30](OCC)=[O:31])#[C:24][C:25]([O:27][CH2:28][CH3:29])=[O:26]>C(O)C>[C:25]([C:24]1[N:3]2[C:4]3[CH:19]=[CH:18][C:17]([N+:20]([O-:22])=[O:21])=[CH:16][C:5]=3[C:6]([C:9]3[CH:14]=[CH:13][CH:12]=[CH:11][C:10]=3[Cl:15])=[N:7][CH2:8][C:2]2=[N:1][C:30](=[O:31])[CH:23]=1)([O:27][CH2:28][CH3:29])=[O:26]. The product is C(=O)(OCC)C1=CC(N=C2N1C1=C(C(=NC2)C2=C(C=CC=C2)Cl)C=C(C=C1)[N+](=O)[O-])=O (1-carboethoxy-9-nitro-7-(o-chlorophenyl)pyrimido[1,2-a][1,4]benzodiazepin-3(5H)-one). Procedure: In the manner given in Example 27, 2-amino-7-nitro-5-(o-chlorophenyl)-3H-1,4-benzodiazepine was heated in ethanol with diethyl acetylenedicarboxylate to give 1-carboethoxy-9-nitro-7-(o-chlorophenyl)pyrimido[1,2-a][1,4]benzodiazepin-3(5H)-one. Reactants: N#Cc1ccc(Br)cc1, CC(=O)[O-], CC(=O)[O-], O=C([O-])[O-], Cc1ccccc1, [Cs+], [Cs+], CCCc1c(OCc2cccc(N)c2)ccc(C(C)=O)c1O, C1COCCOCCOCCOCCOCCO1, O=C(O)CC(O)(CC(=O)O)C(=O)O, [Pd+2], c1ccc(P(c2ccccc2)c2ccc3ccccc3c2-c2c(P(c3ccccc3)c3ccccc3)ccc3ccccc23)cc1. Product: CCCc1c(OCc2cccc(Nc3ccc(C#N)cc3)c2)ccc(C(C)=O)c1O. As a reaction SMILES: [Br:23][c:24]1[cH:25][cH:26][c:27]([C:28]#[N:29])[cH:30][cH:31]1.[C:122]([O-:123])(=[O:124])[CH3:125].[C:127]([O-:128])(=[O:129])[CH3:130].[C:32](=[O:33])([O-:34])[O-:35].[CH3:115][c:116]1[cH:117][cH:118][cH:119][cH:120][cH:121]1.[Cs+:36].[Cs+:37].[NH2:1][c:2]1[cH:3][c:4]([CH2:5][O:6][c:7]2[c:8]([CH2:17][CH2:18][CH3:19])[c:9]([OH:16])[c:10]([C:13]([CH3:14])=[O:15])[cH:11][cH:12]2)[cH:20][cH:21][cH:22]1.[O:38]1[CH2:39][CH2:40][O:41][CH2:42][CH2:43][O:44][CH2:45][CH2:46][O:47][CH2:48][CH2:49][O:50][CH2:51][CH2:52][O:53][CH2:54][CH2:55]1.[OH:102][C:103]([CH2:104][C:105]([C:106](=[O:107])[OH:108])([CH2:109][C:110](=[O:111])[OH:112])[OH:113])=[O:114].[Pd+2:126].[cH:56]1[cH:57][cH:58][c:59]([P:60]([c:61]2[cH:62][cH:63][c:64]3[c:65]([cH:66][cH:67][cH:68][cH:69]3)[c:70]2-[c:71]2[c:72]3[c:73]([cH:74][cH:75][cH:76][cH:77]3)[cH:78][cH:79][c:80]2[P:81]([c:82]2[cH:83][cH:84][cH:85][cH:86][cH:87]2)[c:88]2[cH:89][cH:90][cH:91][cH:92][cH:93]2)[c:94]2[cH:95][cH:96][cH:97][cH:98][cH:99]2)[cH:100][cH:101]1>>[NH:1]([c:2]1[cH:3][c:4]([CH2:5][O:6][c:7]2[c:8]([CH2:17][CH2:18][CH3:19])[c:9]([OH:16])[c:10]([C:13]([CH3:14])=[O:15])[cH:11][cH:12]2)[cH:20][cH:21][cH:22]1)[c:24]1[cH:25][cH:26][c:27]([C:28]#[N:29])[cH:30][cH:31]1. Starting materials: O (water), ClC=1C2(C3=CC=CC=C3C1Cl)C(C2(C)C)C(=O)OCC (2',3'-dichloro-3,3-dimethyl-spiro[cyclopropane-1,1'-indene]-2-carboxylic acid-, ethyl ester), solution, CC(C)([O-])C.[K+] (potassium-t-butoxide). The solvent is C(C)(C)(C)O (t-butanol), C(C)(C)(C)O (t-butanol). Run at time 8 hour. The product is ClC1=CC2(C3=CC=CC=C13)C(C2(C)C)C(=O)OCC (3'-chloro-3,3-dimethyl-spiro[cyclopropane-1,1'-indene]-2-carboxylic acid-, ethyl ester). The yield is 65.7%. As a reaction SMILES: Cl[C:2]1[C:3]2([C:13]([CH3:15])([CH3:14])[CH:12]2[C:16]([O:18][CH2:19][CH3:20])=[O:17])[C:4]2[C:9]([C:10]=1[Cl:11])=[CH:8][CH:7]=[CH:6][CH:5]=2.CC(C)([O-])C.[K+].O>C(O)(C)(C)C>[Cl:11][C:10]1[C:9]2[C:4](=[CH:5][CH:6]=[CH:7][CH:8]=2)[C:3]2([C:13]([CH3:14])([CH3:15])[CH:12]2[C:16]([O:18][CH2:19][CH3:20])=[O:17])[CH:2]=1 |f:1.2|. Procedure details: A solution of 2',3'-dichloro-3,3-dimethyl-spiro[cyclopropane-1,1'-indene]-2-carboxylic acid-, ethyl ester (19 g as is, containing iodobenzene) in t-butanol (50 ml) is added to a 0.1 M solution of potassium-t-butoxide in t-butanol (450 ml; 0.045 mole) and the mixture allowed to stir overnight at room temperature. The reaction mixture is then poured into water, extracted with ether, the ether extracts dried over magsium sulfate and evaporated to dryness to afford 11.1 g of a black oil. This oil is...